This data is from the Open Reaction Database (ORD), a public repository of structured organic reaction records. The task is: describe an organic reaction: reactants, conditions, products, and yield Reactants: COC(=O)C1NCC2=CC=CC(=C2C1)Br (5-bromo-1,2,3,4-tetrahydroisoquinoline-3-carboxylic acid methyl ester), ClC=1C(C(=C(C(C1Cl)=O)C#N)C#N)=O (2,3-Dichloro-5,6-dicyanobenzoquinone), COC(=O)C=1N=CC2=CC(=C(C=C2C1)OC)OC (methyl-6,7-dimethoxy-isoquinoline-3-carboxylate). Run in O1CCCC1 (tetrahydrofuran). Product: BrC1=C2C=C(N=CC2=CC=C1)C(=O)OC (methyl 5-bromo-isoquinoline-3-carboxylate). The yield is 91.4%. RXN SMILES: COC(C1N=CC2C(C=1)=CC(OC)=C(OC)C=2)=O.[CH3:19][O:20][C:21]([CH:23]1[CH2:32][C:31]2[C:26](=[CH:27][CH:28]=[CH:29][C:30]=2[Br:33])[CH2:25][NH:24]1)=[O:22].ClC1C(=O)C(C#N)=C(C#N)C(=O)C=1Cl>O1CCCC1>[Br:33][C:30]1[CH:29]=[CH:28][CH:27]=[C:26]2[C:31]=1[CH:32]=[C:23]([C:21]([O:20][CH3:19])=[O:22])[N:24]=[CH:25]2. Procedure: methyl-5-bromo-isoquinoline-3-carboxylate was prepared using the following procedure describe in US054777252 for methyl-6,7-dimethoxy-isoquinoline-3-carboxylate: 5-bromo-1,2,3,4-tetrahydroisoquinoline-3-carboxylic acid methyl ester (880 mg, 3.26 mmol) was treated with 2,3-Dichloro-5,6-dicyanobenzoquinone (1.62 mg, 7.19 mmol) in dry tetrahydrofuran (19 ml) at reflux temperature for 18 hours. The cooled dark mixture was filtered and the solid washed with dichloromethane. The filtrate was treated w... Reactants: CC(C)([O-])C.[K+] (potassium t-butoxide), N(CCO)(CCO)CCO (triethanolamine), O1CCCC1 (tetrahydrofuran), O1CCCC1 (tetrahydrofuran), CC(C)([O-])C.[K+] (potassium t-butoxide), COCCOCOCCl (chloromethyl (2-methoxyethoxy)methyl ether), COCCOCCl (chloromethyl 2-methoxyethyl ether). Run in CO (methanol). Product: COCCOCOCCN(CCOCOCCOC)CCOCOCCOC (tris[2-(2-methoxyethoxy)methoxyethyl]amine). The yield is 70.0%. As a reaction SMILES: C[C:2](C)([O-:4])C.[K+].[N:7]([CH2:14][CH2:15][OH:16])([CH2:11][CH2:12][OH:13])[CH2:8][CH2:9][OH:10].[CH3:17][O:18][CH2:19][CH2:20][O:21][CH2:22]Cl.[CH3:24][O:25][CH2:26][CH2:27][O:28][CH2:29]OCCl.[O:33]1[CH2:37]C[CH2:35][CH2:34]1>CO>[CH3:17][O:18][CH2:19][CH2:20][O:21][CH2:22][O:10][CH2:9][CH2:8][N:7]([CH2:14][CH2:15][O:16][CH2:29][O:28][CH2:27][CH2:26][O:25][CH3:24])[CH2:11][CH2:12][O:13][CH2:2][O:4][CH2:35][CH2:34][O:33][CH3:37] |f:0.1|. Procedure: To a suspension of 135.3 grams of potassium t-butoxide in 900 ml of tetrahydrofuran, 50.0 grams of triethanolamine in 100 ml of tetrahydrofuran was added dropwise over 10 minutes while stirring under ice cooling. After 40 minutes of stirring, 150.4 grams of chloromethyl 2-methoxyethyl ether was added dropwise over 30 minutes while continuing stirring under ice cooling. After 30 minutes of stirring, 37.6 grams of potassium t-butoxide was added while continuing stirring under ice cooling. After 20... Starting materials: [Cl-].[NH4+] (ammonium chloride), CNC(=O)C=1C(=CC=CC1)C (N-methyl-o-toluamide), [Li]CCCC (n-BuLi), C1(=CC=CC=C1)OC (anisole). Run in CCOCC (ether), C1CCOC1 (THF). Conditions: temperature -70 celsius, time 2 hour. The product is COC1=CC=C(C=C1)C=1NC(C2=CC=CC=C2C1)=O (3-(4-Methoxyphenyl)isoquinolin-1-one). Isolated yield 22.8%. Reaction SMILES: [CH3:1][NH:2][C:3]([C:5]1[C:6]([CH3:11])=[CH:7][CH:8]=[CH:9][CH:10]=1)=[O:4].[Li]CCCC.[C:17]1([O:23][CH3:24])[CH:22]=[CH:21][CH:20]=[CH:19][CH:18]=1.[Cl-].[NH4+]>C1COCC1.CCOCC>[CH3:24][O:23][C:17]1[CH:22]=[CH:21][C:20]([C:1]2[NH:2][C:3](=[O:4])[C:5]3[C:6]([CH:11]=2)=[CH:7][CH:8]=[CH:9][CH:10]=3)=[CH:19][CH:18]=1 |f:3.4|. Reported procedure: To a solution of N-methyl-o-toluamide (4.47 g) in THF (100 ml) was added dropwise 1.6 M n-BuLi (40 ml, 2.2 equivalents) in nitrogen atmosphere at 0° C. After stirring for 2 hr, the resulting solution was cooled in a dry ice/acetone bath to −70° C., followed by the addition of anisole (4.0 g) at once. The reaction mixture was drawn out of dry ice/acetone bath, and then returned to room temperature. Three hours later, an aqueous solution of saturated ammonium chloride and ether were added thereto,... The reactants are Cc1c([Mg+])cccc1OCc1ccccc1, [Cl-], O=C=O. Product: Cc1c(OCc2ccccc2)cccc1C(=O)O. As a reaction SMILES: [CH2:2]([c:3]1[cH:4][cH:5][cH:6][cH:7][cH:8]1)[O:9][c:10]1[c:11]([CH3:17])[c:12]([Mg+:16])[cH:13][cH:14][cH:15]1.[Cl-:1].[O:18]=[C:19]=[O:20]>>[CH2:2]([c:3]1[cH:4][cH:5][cH:6][cH:7][cH:8]1)[O:9][c:10]1[c:11]([CH3:17])[c:12]([C:19](=[O:18])[OH:20])[cH:13][cH:14][cH:15]1. Starting materials: [OH-].[K+] (potassium hydroxide), C(C=C)(=O)C1=C(N=C(S1)NC(OC(C)(C)C)=O)C=1OC=CC1 (tert-Butyl N-[5-acryloyl-4-(2-furyl)thiazol-2-yl]carbamate), CO (methanol), O (Water). The product is O1C(=CC=C1)C=1N=C(SC1C(=O)CCOC)NC(OC(C)(C)C)=O (tert-Butyl N-[4-(2-furyl)-5-(2-methoxyethylcarbonyl)-thiazol-2-yl]carbamate). Reaction SMILES: [C:1]([C:5]1[S:9][C:8]([NH:10][C:11](=[O:17])[O:12][C:13]([CH3:16])([CH3:15])[CH3:14])=[N:7][C:6]=1[C:18]1[O:19][CH:20]=[CH:21][CH:22]=1)(=[O:4])[CH:2]=[CH2:3].[OH-:23].[K+].O.[CH3:26]O>>[O:19]1[CH:20]=[CH:21][CH:22]=[C:18]1[C:6]1[N:7]=[C:8]([NH:10][C:11](=[O:17])[O:12][C:13]([CH3:16])([CH3:15])[CH3:14])[S:9][C:5]=1[C:1]([CH2:2][CH2:3][O:23][CH3:26])=[O:4] |f:1.2|. Procedure details: Compound 408 (110 mg, 0.343 mmol) was dissolved in methanol (10 mL), and potassium hydroxide (20.0 mg, 0.356 mmol) was added thereto, followed by stirring under heating and reflux for 2.5 hours. Water was added to the reaction mixture, followed by extraction with ethyl acetate. The organic layer was dried over anhydrous magnesium sulfate, and then the solvent was distilled away under reduced pressure. The resulting residue was purified through silica gel column chromatography (hexane:ethyl aceta... The reactants are C(C)(C)[Si](C(C)C)(C(C)C)Cl (Triisopropylsilyl chloride), BrC1=C(CO)C=CC=C1 (2-bromobenzyl alcohol), N1C=NC=C1 (imidazole). Run in CN(C)C=O (DMF), O (water). Conditions: temperature 20 celsius, time 18 hour. Product: C(C)(C)[Si](C(C)C)(C(C)C)OCC1=C(C=CC=C1)Br (2-Bromobenzyl triisopropylsilyl ether). Isolated yield 75.0%. RXN SMILES: [CH:1]([Si:4](Cl)([CH:8]([CH3:10])[CH3:9])[CH:5]([CH3:7])[CH3:6])([CH3:3])[CH3:2].[Br:12][C:13]1[CH:20]=[CH:19][CH:18]=[CH:17][C:14]=1[CH2:15][OH:16].N1C=CN=C1>CN(C=O)C.O>[CH:1]([Si:4]([O:16][CH2:15][C:14]1[CH:17]=[CH:18][CH:19]=[CH:20][C:13]=1[Br:12])([CH:8]([CH3:10])[CH3:9])[CH:5]([CH3:7])[CH3:6])([CH3:3])[CH3:2]. Procedure: Triisopropylsilyl chloride (8.0 ml, 46.0 mmol) was added dropwise to a solution of 2-bromobenzyl alcohol (7.0 g, 39.6 mmol) and imidazole (5.1 g, 75.0 mmol) in DMF (25 ml) and the resulting solution stirred at 20° C for 18 hours. The reaction mixture was diluted with water (400 ml) and extracted with ethyl acetate (3×75 ml). The combined organic extracts was washed with saturated brine (1×75 ml), dried (MgSO4) and concentrated to yield the title compound as a clear oil (10.2 g, 78%). 1H NMR (250... Reactants: C(=O)[O-].[NH4+] (ammonium formate), product, 1,1-dimethylethyl ester, ClCC1C2=C(N(C1)C(=O)O)C=C(C=1NC=C(C12)C)OCC1=CC=CC=C1 (1-(chloromethyl)-1,6-dihydro-8-methyl-5-(phenylmethoxy)-benzo[1,2-b:4,3-b']dipyrrole-3(2H)-carboxylic acid), C1CCOC1 (THF). Reagents/catalysts: [Pd] (Pd/C). Solvent: CO (methanol). The product is 1,1-dimethylethyl ester, ClCC1C2=C(N(C1)C(=O)O)C=C(C=1NC=C(C12)C)O (1-(chloromethyl)-1,6-dihydro-5-hydroxy-8-methyl-benzo[1,2-b:4,3-b']dipyrrole-3(2H)-carboxylic acid). As a reaction SMILES: [Cl:1][CH2:2][CH:3]1[CH2:7][N:6]([C:8]([OH:10])=[O:9])[C:5]2[CH:11]=[C:12]([O:19]CC3C=CC=CC=3)[C:13]3[NH:14][CH:15]=[C:16]([CH3:18])[C:17]=3[C:4]1=2.C1COCC1.C([O-])=O.[NH4+]>[Pd].CO>[Cl:1][CH2:2][CH:3]1[CH2:7][N:6]([C:8]([OH:10])=[O:9])[C:5]2[CH:11]=[C:12]([OH:19])[C:13]3[NH:14][CH:15]=[C:16]([CH3:18])[C:17]=3[C:4]1=2 |f:2.3|. Procedure details: A 110 mg quantity (0.26 mM) of the product of Step 4A, 1,1-dimethylethyl ester of 1-(chloromethyl)-1,6-dihydro-8-methyl-5-(phenylmethoxy)-benzo[1,2-b:4,3-b']dipyrrole-3(2H)-carboxylic acid, is stirred at room temperature under nitrogen in 2 ml freshly distilled THF and 2 ml methanol. 120 mg 10% Pd/C (palladium on charcoal) and 130 mg ammonium formate is added. After TLC shows the reaction mixture to be complete, the reaction mixture is filtered, and the solid washed with freshly distilled THF. T...